Dataset: the Open Reaction Database (ORD), a public repository of structured organic reaction records. Task: describe an organic reaction: reactants, conditions, products, and yield Reactants: CCCCCCCCOc1cccc(-c2ccccc2-c2cccc(C(=O)O)c2)c1, O=S(Cl)Cl. The product is CCCCCCCCOc1cccc(-c2ccccc2-c2cccc(C(=O)O)c2)c1, [Cl-]. RXN SMILES: [CH2:1]([CH2:2][CH2:3][CH2:4][CH2:5][CH2:6][CH2:7][CH3:8])[O:9][c:10]1[cH:11][c:12](-[c:16]2[c:17](-[c:22]3[cH:23][cH:24][cH:25][c:26]([C:28](=[O:29])[OH:30])[cH:27]3)[cH:18][cH:19][cH:20][cH:21]2)[cH:13][cH:14][cH:15]1.[S:31]([Cl:32])([Cl:33])=[O:34]>>[CH2:1]([CH2:2][CH2:3][CH2:4][CH2:5][CH2:6][CH2:7][CH3:8])[O:9][c:10]1[cH:11][c:12](-[c:16]2[c:17](-[c:22]3[cH:23][cH:24][cH:25][c:26]([C:28](=[O:29])[OH:30])[cH:27]3)[cH:18][cH:19][cH:20][cH:21]2)[cH:13][cH:14][cH:15]1.[Cl-:33]. Reaction conditions: time 2 hour. Yield: 86.0%. Reaction SMILES: C[O-].[Na+].[N+:4]([C:7]1[CH:19]=[CH:18][C:17]2[C:16]3[C:11](=[CH:12][C:13]([N+]([O-])=O)=[CH:14][CH:15]=3)[CH:10]([CH:23]3[O:27][CH2:26][CH2:25][O:24]3)[C:9]=2[CH:8]=1)([O-:6])=[O:5].CN(C)[CH:30]=[O:31]>O>[CH3:30][O:31][C:13]1[CH:14]=[CH:15][C:16]2[C:17]3[C:9](=[CH:8][C:7]([N+:4]([O-:6])=[O:5])=[CH:19][CH:18]=3)[CH:10]([CH:23]3[O:24][CH2:25][CH2:26][O:27]3)[C:11]=2[CH:12]=1 |f:0.1|. Product: COC1=CC=2C(C3=CC(=CC=C3C2C=C1)[N+](=O)[O-])C1OCCO1 (2-(2-methoxy-7-nitro-9-fluorenyl)-1,3-dioxolane). Procedure details: For a period of two hours, 8 parts of sodium methoxide was added to a solution of 10 parts of 2-(2,7-dinitro-9-fluorenyl)-1,3-dioxolane in 300 parts of dimethylformamide contained within a 5 liter flask at room temperature. The mixture was magnetically stirred for 20 hours. All of the mixture was then diluted with 1800 parts of water. A yellow solid was precipitated therefrom, collected on a filter, washed with water and dried under vacuum. The dried filtered product was further purified in a ch... Reactants: C[O-].[Na+] (sodium methoxide), 10, [N+](=O)([O-])C1=CC=2C(C3=CC(=CC=C3C2C=C1)[N+](=O)[O-])C1OCCO1 (2-(2,7-dinitro-9-fluorenyl)-1,3-dioxolane), CN(C=O)C (dimethylformamide). The solvent is O (water). Starting materials: C1COCCO1, Nc1nc2c(ncn2C2OC(CO)C(O)C(O)C2N)c(=O)[nH]1, [Na+], O=C([O-])O, O, O=C(OCC1c2ccccc2-c2ccccc21)ON1C(=O)CCC1=O. Yields the product Nc1nc2c(ncn2C2OC(CO)C(O)C(O)C2NC(=O)OCC2c3ccccc3-c3ccccc32)c(=O)[nH]1. Reaction SMILES: [CH2:54]1[O:55][CH2:56][CH2:57][O:58][CH2:59]1.[NH2:1][CH:2]1[CH:3]([n:12]2[c:13]3[n:14][c:15]([NH2:22])[nH:16][c:17](=[O:21])[c:18]3[n:19][cH:20]2)[O:4][CH:5]([CH2:10][OH:11])[CH:6]([OH:9])[CH:7]1[OH:8].[Na+:53].[O-:49][C:50]([OH:51])=[O:52].[OH2:23].[cH:24]1[cH:25][cH:26][cH:27][c:28]2[c:36]1[CH:35]([CH2:37][O:38][C:39](=[O:40])[O:41][N:42]1[C:43](=[O:44])[CH2:45][CH2:46][C:47]1=[O:48])[c:34]1[c:29]-2[cH:30][cH:31][cH:32][cH:33]1>>[NH:1]([CH:2]1[CH:3]([n:12]2[c:13]3[n:14][c:15]([NH2:22])[nH:16][c:17](=[O:21])[c:18]3[n:19][cH:20]2)[O:4][CH:5]([CH2:10][OH:11])[CH:6]([OH:9])[CH:7]1[OH:8])[C:39]([O:38][CH2:37][CH:35]1[c:34]2[c:29]([cH:30][cH:31][cH:32][cH:33]2)-[c:28]2[cH:27][cH:26][cH:25][cH:24][c:36]21)=[O:40]. Starting materials: C(C=CC1=CC=CC=C1)=O (cinnamaldehyde), NC1=CC=CC=C1 (aniline). Solvent: C([C@@H](O)C)(=O)OCC (ethyl L-lactate), O (water), C([C@@H](O)C)(=O)OCC (ethyl L-lactate), O (water). Reaction conditions: time 4 minute. The product is C(C=CC1=CC=CC=C1)=NC1=CC=CC=C1 (Cinnamylidene Aniline). RXN SMILES: [NH2:1][C:2]1[CH:7]=[CH:6][CH:5]=[CH:4][CH:3]=1.[CH:8](=O)[CH:9]=[CH:10][C:11]1[CH:16]=[CH:15][CH:14]=[CH:13][CH:12]=1>C(OCC)(=O)[C@H](C)O.O>[CH:8](=[N:1][C:2]1[CH:7]=[CH:6][CH:5]=[CH:4][CH:3]=1)[CH:9]=[CH:10][C:11]1[CH:16]=[CH:15][CH:14]=[CH:13][CH:12]=1. Procedure details: 10 mmol aniline was dissolved in approximately 2.5 mL 80% ethyl L-lactate in water (v/v). Separately, 10 mmol of cinnamaldehyde was dissolved in approximately 2.5 mL 80% ethyl L-lactate in water (v/v). The two solutions were combined and the resulting reaction mixture was swirled until homogeneous and then allowed to sit undisturbed at room temperature for four minutes, when crystal formation was complete. Crystals were chilled, rinsed with cold brine and vacuum filtered, washed with cold water,... Reactants: N (ammonia), ClC1=NC(=CC(=N1)Cl)OC(F)(F)F (2,4-dichloro-6-trifluoromethoxypyrimidine). The solvent is C(C)(C)(C)OC (methyl tert.-butyl ether). Conditions: temperature 25 celsius, time 1 hour. The product is NC1=NC(=CC(=N1)Cl)OC(F)(F)F (2-Amino-4-chloro-6-trifluoromethoxypyrimidine). As a reaction SMILES: [NH3:1].Cl[C:3]1[N:8]=[C:7]([Cl:9])[CH:6]=[C:5]([O:10][C:11]([F:14])([F:13])[F:12])[N:4]=1>C(OC)(C)(C)C>[NH2:1][C:3]1[N:8]=[C:7]([Cl:9])[CH:6]=[C:5]([O:10][C:11]([F:14])([F:13])[F:12])[N:4]=1. Procedure details: 4.3 g (0.25 mol) of gaseous ammonia were passed over the course of 45 minutes into a stirred mixture of 23.3 g (0.1 mol) of 2,4-dichloro-6-trifluoromethoxypyrimidine and 150 ml of methyl tert.-butyl ether at -50° to -45° C. The mixture was stirred at -50° C. for 30 minutes, at -30° C. for 1 hour and at 25° C. for 1 hour. The precipitate was filtered off with suction, washed with water and dried, resulting in 5.4 g (33.1% of theory) of 4-amino-2,4-dichloropyrimidine of melting point 270°-272° C. ... Procedure: Following the procedure of this example, N-(3-bromopropyl)phthalimide with 4-methylimidazole and 2-ethylimidazole were used to produce respectively 2-[3-(4-methyl-1H-imidazol-1-yl)propyl]isoindole-1,3-(2H)-dione and 2-[3-(2-ethyl-1H-imidazol-1-yl)-propyl]isoindole-1,3(2H)-dione which again following the procedure of this example were converted respectively to (4-methyl-1H-imidazol-1-yl)-1-propanamine dihydrochloride and (2-ethyl-1H-imidazol-1-yl)-1-propanamine dihydrochloride which were then con... Yields the product CC=1N=CN(C1)CCCN1C(C2=CC=CC=C2C1=O)=O (2-[3-(4-methyl-1H-imidazol-1-yl)propyl]isoindole-1,3-(2H)-dione), C(C)C=1N(C=CN1)CCCN1C(C2=CC=CC=C2C1=O)=O (2-[3-(2-ethyl-1H-imidazol-1-yl)-propyl]isoindole-1,3(2H)-dione). As a reaction SMILES: Br[CH2:2][CH2:3][CH2:4][N:5]1[C:9](=[O:10])[C:8]2=[CH:11][CH:12]=[CH:13][CH:14]=[C:7]2[C:6]1=[O:15].[CH3:16][C:17]1[N:18]=[CH:19][NH:20][CH:21]=1.[CH2:22]([C:24]1[NH:25][CH:26]=[CH:27][N:28]=1)[CH3:23]>>[CH3:16][C:17]1[N:18]=[CH:19][N:20]([CH2:2][CH2:3][CH2:4][N:5]2[C:9](=[O:10])[C:8]3[C:7](=[CH:14][CH:13]=[CH:12][CH:11]=3)[C:6]2=[O:15])[CH:21]=1.[CH2:22]([C:24]1[N:25]([CH2:2][CH2:3][CH2:4][N:5]2[C:9](=[O:10])[C:8]3[C:7](=[CH:14][CH:13]=[CH:12][CH:11]=3)[C:6]2=[O:15])[CH:26]=[CH:27][N:28]=1)[CH3:23]. The reactants are C(C)C=1NC=CN1 (2-ethylimidazole), BrCCCN1C(C=2C(C1=O)=CC=CC2)=O (N-(3-bromopropyl)phthalimide), CC=1N=CNC1 (4-methylimidazole). Reactants: diethyl acetal, C(CC=C)N(C(=O)NC=1SC(=NN1)OC)CCC=O (3-[1-but-3-enyl-3-(5-methoxy-1,3,4 -thiadiazol-2-yl)ureido] propionaldehyde), Cl (hydrochloric acid). The solvent is O (water). The product is COC1=NN=C(S1)N1C(N(CCC1O)CCC=C)=O (tetrahydro-1-(5-methoxy-1,3,4-thiadiazol-2 -yl)-3-but-3-enyl-6-hydroxy-2(1H)-pyrimidinone). RXN SMILES: [CH2:1]([N:5]([CH2:16][CH2:17][CH:18]=[O:19])[C:6]([NH:8][C:9]1[S:10][C:11]([O:14][CH3:15])=[N:12][N:13]=1)=[O:7])[CH2:2][CH:3]=[CH2:4].Cl>O>[CH3:15][O:14][C:11]1[S:10][C:9]([N:8]2[CH:18]([OH:19])[CH2:17][CH2:16][N:5]([CH2:1][CH2:2][CH:3]=[CH2:4])[C:6]2=[O:7])=[N:13][N:12]=1. Reported procedure: The diethyl acetal of 3-[1-but-3-enyl-3-(5-methoxy-1,3,4 -thiadiazol-2-yl)ureido] propionaldehyde (15 grams), water (400 ml) and hydrochloric acid (4 ml) are charged into a glass reaction vessel equipped with a mechanical stirrer, thermometer and reflex condenser. The reaction mixture is heated at reflux for a period of about 15 minutes. The reaction mixture is then filtered while hot and the filtrate is cooled to form a precipitate. The precipitate is recovered by filtration, is dried and is re...